Dataset: the Open Reaction Database (ORD), a public repository of structured organic reaction records. Task: describe an organic reaction: reactants, conditions, products, and yield Reactants: CCOC(C)=O, CCOC(=O)C(C)(C)OC(=O)c1cc(N)ccc1Cl, O=C(Cl)OC(Cl)(Cl)Cl. Product: CCOC(=O)C(C)(C)OC(=O)c1cc(N=C=O)ccc1Cl. RXN SMILES: [CH3:28][CH2:29][O:30][C:31](=[O:32])[CH3:33].[NH2:9][c:10]1[cH:11][cH:12][c:13]([Cl:27])[c:14]([C:15](=[O:16])[O:17][C:18]([C:19](=[O:20])[O:21][CH2:22][CH3:23])([CH3:24])[CH3:25])[cH:26]1.[O:1]=[C:2]([Cl:3])[O:4][C:5]([Cl:6])([Cl:7])[Cl:8]>>[O:1]=[C:2]=[N:9][c:10]1[cH:11][cH:12][c:13]([Cl:27])[c:14]([C:15](=[O:16])[O:17][C:18]([C:19](=[O:20])[O:21][CH2:22][CH3:23])([CH3:24])[CH3:25])[cH:26]1. Starting materials: [BH4-].[Na+] (sodium borohydride), NC1=NC=C(C2=C1C(=CS2)C2=CC(=C(C=C2)NC(=O)C=2N(C1=CC=CC=C1C2)C)OC)\C=C\C=O (N-(4-{4-amino-7-[(1E)-3-oxoprop-1-enyl]thieno[3,2-c]pyridin-3-yl}-2-methoxyphenyl)-1-methyl-1H-indole-2-carboxamide), C(=O)C=1N=CNC1 (4-formylimidazole), aqueous solution, [OH-].[Na+] (sodium hydroxide). Reagents/catalysts: CC([O-])C.[Ti+4].CC([O-])C.CC([O-])C.CC([O-])C (titanium (IV) isopropoxide). The solvent is CO (methanol), C1(=CC=CC=C1)C (toluene), C(Cl)Cl (methylene chloride). Conditions: temperature 50 celsius, time 12 hour. Product: NC1=NC=C(C2=C1C(=CS2)C2=CC(=C(C=C2)NC(=O)C=2N(C1=CC=CC=C1C2)C)OC)\C=C\CNCC2=CC=CC=1NC=NC12 (N-[4-(4-amino-7-{(1E)-3-[(1H-benzimidazol-4-ylmethyl)amino]prop-1-enyl}thieno[3,2-c]pyridin-3-yl)-2-methoxyphenyl]-1-methyl-1H-indole-2-carboxamide). Reaction SMILES: [NH2:1][C:2]1[C:7]2[C:8]([C:11]3[CH:16]=[CH:15][C:14]([NH:17][C:18]([C:20]4[N:21]([CH3:29])[C:22]5[C:27]([CH:28]=4)=[CH:26][CH:25]=[CH:24][CH:23]=5)=[O:19])=[C:13]([O:30][CH3:31])[CH:12]=3)=[CH:9][S:10][C:6]=2[C:5](/[CH:32]=[CH:33]/[CH:34]=O)=[CH:4][N:3]=1.[CH:36]([C:38]1[N:39]=[CH:40][NH:41][CH:42]=1)=O.[BH4-].[Na+].[OH-].[Na+]>CC(C)[O-].[Ti+4].CC(C)[O-].CC(C)[O-].CC(C)[O-].C(Cl)Cl.CO.C1(C)C=CC=CC=1>[NH2:1][C:2]1[C:7]2[C:8]([C:11]3[CH:16]=[CH:15][C:14]([NH:17][C:18]([C:20]4[N:21]([CH3:29])[C:22]5[C:27]([CH:28]=4)=[CH:26][CH:25]=[CH:24][CH:23]=5)=[O:19])=[C:13]([O:30][CH3:31])[CH:12]=3)=[CH:9][S:10][C:6]=2[C:5](/[CH:32]=[CH:33]/[CH2:34][NH:1][CH2:2][C:7]2[C:42]3[N:41]=[CH:40][NH:39][C:38]=3[CH:36]=[CH:5][CH:6]=2)=[CH:4][N:3]=1 |f:2.3,4.5,6.7.8.9.10|. Procedure details: In a round bottom flask was combined N-(4-{4-amino-7-[(1E)-3-oxoprop-1-enyl]thieno[3,2-c]pyridin-3-yl}-2-methoxyphenyl)-1-methyl-1H-indole-2-carboxamide (0.050 g, 0.104 mmol), 4-formylimidazole (0.0083 g, 0.086 mmol), and toluene (1.5 mL). The flask was flushed with nitrogen gas, followed by the addition of titanium (IV) isopropoxide (0.061 g, 0.215 mmol). The mixture was heated under a nitrogen atmosphere to 50° C. for 16 hours. The reaction mixture was cooled to room temperature and treated wi... The reactants are C=1N=CN2C1CCCC2C2=CC=C(C=C2C2=CC=CC=C2)C#N (6-(5,6,7,8-tetrahydroimidazo[1,5-a]pyridin-5-yl)biphenyl-3-carbonitrile), [Li+].C[Si](C)(C)[N-][Si](C)(C)C (LHMDS), CI (methyl iodide). Solvent: C1CCOC1 (THF). Run at temperature -30 celsius, time 0.5 hour. The product is CC1(CCCC=2N1C=NC2)C2=CC=C(C=C2C2=CC=CC=C2)C#N (6-(5-Methyl-5,6,7,8-tetrahydroimidazo[1,5-a]pyridin-5-yl)biphenyl-3-carbonitrile). Reaction SMILES: [CH:1]1[N:2]=[CH:3][N:4]2[CH:9]([C:10]3[C:15]([C:16]4[CH:21]=[CH:20][CH:19]=[CH:18][CH:17]=4)=[CH:14][C:13]([C:22]#[N:23])=[CH:12][CH:11]=3)[CH2:8][CH2:7][CH2:6][C:5]=12.[Li+].[CH3:25][Si]([N-][Si](C)(C)C)(C)C.CI>C1COCC1>[CH3:25][C:9]1([C:10]2[C:15]([C:16]3[CH:21]=[CH:20][CH:19]=[CH:18][CH:17]=3)=[CH:14][C:13]([C:22]#[N:23])=[CH:12][CH:11]=2)[N:4]2[CH:3]=[N:2][CH:1]=[C:5]2[CH2:6][CH2:7][CH2:8]1 |f:1.2|. Procedure: To a solution of 6-(5,6,7,8-tetrahydroimidazo[1,5-a]pyridin-5-yl)biphenyl-3-carbonitrile (53 mg, 0.177 mmol) in THF (2 mL) at −40° C. is added LHMDS (1.0 M in THF, 0.27 mL, 0.27 mmol). The resulting brown solution is stirred at −30° C. for 0.5 h. To the reaction mixture is added methyl iodide (0.017 mL, 0.272 mmol) and the mixture is warmed up to ambient temperature and stirred overnight. The reaction mixture is quenched by saturated aqueous NH4Cl and the reaction is partitioned between CH2Cl2 a... The reactants are BrC1=CC=C(C(=O)Cl)C=C1 (4-bromobenzoyl chloride), N[C@@H](CCC(=O)OCC)C(=O)OCC (diethyl L-glutamate), C(Cl)Cl (methylene chloride). Run in C(C)N(CC)CC (triethylamine). Reaction conditions: time 8 hour. The product is BrC1=CC=C(C(=O)N[C@@H](CCC(=O)OCC)C(=O)OCC)C=C1 (diethyl N-(4-bromobenzoyl)-L-glutamate). RXN SMILES: [Br:1][C:2]1[CH:10]=[CH:9][C:5]([C:6](Cl)=[O:7])=[CH:4][CH:3]=1.[NH2:11][C@H:12]([C:20]([O:22][CH2:23][CH3:24])=[O:21])[CH2:13][CH2:14][C:15]([O:17][CH2:18][CH3:19])=[O:16].C(Cl)Cl>C(N(CC)CC)C>[Br:1][C:2]1[CH:10]=[CH:9][C:5]([C:6]([NH:11][C@H:12]([C:20]([O:22][CH2:23][CH3:24])=[O:21])[CH2:13][CH2:14][C:15]([O:17][CH2:18][CH3:19])=[O:16])=[O:7])=[CH:4][CH:3]=1. Procedure: To a mixture of 0.92 g of of 4-bromobenzoyl chloride and 1.0 g of diethyl L-glutamate in 50 ml to dry methylene chloride is added 1.16 ml of triethylamine. The reaction mixture is stirred overnight under nitrogen. After a standard workup, the methylene chloride solution is concentrated under reduced pressure, and the residue recrystallized from hexanes to give 0.68 g (46%) of analytically pure diethyl N-(4-bromobenzoyl)-L-glutamate as a white solid: m.p. 82.5°-83.5° C.; NMR (CDCl3, 300 MHz) delt... Reactants: CCOC(=O)N=NC(=O)OCC, C1CCOC1, O=C(OCCN1CCN(C(=O)C2CC(O)CN2C(=O)OCc2ccc([N+](=O)[O-])cc2)CC1)OCc1ccc([N+](=O)[O-])cc1, O=C(O)CS, c1ccc(P(c2ccccc2)c2ccccc2)cc1. Yields the product O=C(OCCN1CCN(C(=O)C2CC(S)CN2C(=O)OCc2ccc([N+](=O)[O-])cc2)CC1)OCc1ccc([N+](=O)[O-])cc1. As a reaction SMILES: [O:1]=[C:2]([O:3][CH2:4][CH3:5])[N:6]=[N:7][C:8]([O:9][CH2:10][CH3:11])=[O:12].[O:80]1[CH2:81][CH2:82][CH2:83][CH2:84]1.[OH:13][CH:14]1[CH2:15][CH:16]([C:32](=[O:33])[N:34]2[CH2:35][CH2:36][N:37]([CH2:40][CH2:41][O:42][C:43](=[O:44])[O:45][CH2:46][c:47]3[cH:48][cH:49][c:50]([N+:53](=[O:54])[O-:55])[cH:51][cH:52]3)[CH2:38][CH2:39]2)[N:17]([C:19](=[O:20])[O:21][CH2:22][c:23]2[cH:24][cH:25][c:26]([N+:29](=[O:30])[O-:31])[cH:27][cH:28]2)[CH2:18]1.[SH:75][CH2:76][C:77]([OH:78])=[O:79].[c:56]1([P:57]([c:58]2[cH:59][cH:60][cH:61][cH:62][cH:63]2)[c:64]2[cH:65][cH:66][cH:67][cH:68][cH:69]2)[cH:70][cH:71][cH:72][cH:73][cH:74]1>>[CH:14]1([SH:75])[CH2:15][CH:16]([C:32](=[O:33])[N:34]2[CH2:35][CH2:36][N:37]([CH2:40][CH2:41][O:42][C:43](=[O:44])[O:45][CH2:46][c:47]3[cH:48][cH:49][c:50]([N+:53](=[O:54])[O-:55])[cH:51][cH:52]3)[CH2:38][CH2:39]2)[N:17]([C:19](=[O:20])[O:21][CH2:22][c:23]2[cH:24][cH:25][c:26]([N+:29](=[O:30])[O-:31])[cH:27][cH:28]2)[CH2:18]1. The product is N#Cc1c(F)cccc1N1CCCCC1. As a reaction SMILES: [CH2:11]1[CH2:12][CH2:13][NH:14][CH2:15][CH2:16]1.[F:1][c:2]1[c:3]([C:4]#[N:5])[c:6]([F:10])[cH:7][cH:8][cH:9]1.[O:17]=[CH:18][N:19]([CH3:20])[CH3:21]>>[c:2]1([N:14]2[CH2:13][CH2:12][CH2:11][CH2:16][CH2:15]2)[c:3]([C:4]#[N:5])[c:6]([F:10])[cH:7][cH:8][cH:9]1. The reactants are C1CCNCC1, N#Cc1c(F)cccc1F, CN(C)C=O.